This data is from the Open Reaction Database (ORD), a public repository of structured organic reaction records. The task is: describe an organic reaction: reactants, conditions, products, and yield Reactants: CC#CN1CCNCC1, CCO, ClCc1ccc(Cl)cc1, [Na+], [Na+], O=C([O-])[O-]. Yields the product CC#CN1CCN(Cc2ccc(Cl)cc2)CC1. As a reaction SMILES: [C:10](#[C:11][CH3:12])[N:13]1[CH2:14][CH2:15][NH:16][CH2:17][CH2:18]1.[CH3:25][CH2:26][OH:27].[Cl:1][c:2]1[cH:3][cH:4][c:5]([CH2:6][Cl:7])[cH:8][cH:9]1.[Na+:19].[Na+:20].[O-:21][C:22](=[O:23])[O-:24]>>[Cl:1][c:2]1[cH:3][cH:4][c:5]([CH2:6][N:16]2[CH2:15][CH2:14][N:13]([C:10]#[C:11][CH3:12])[CH2:18][CH2:17]2)[cH:8][cH:9]1. Starting materials: CNC, CCOC(C)=O, CCOc1cc(C(CC(C)=O)N2C(=O)c3cccc(NC(=O)CCl)c3C2=O)ccc1OC, Cl, C1CCOC1. Yields the product CCOc1cc(C(CC(C)=O)N2C(=O)c3cccc(NC(=O)CN(C)C)c3C2=O)ccc1OC, Cl. As a reaction SMILES: [CH3:33][NH:34][CH3:35].[CH3:42][CH2:43][O:44][C:45](=[O:46])[CH3:47].[Cl:1][CH2:2][C:3](=[O:4])[NH:5][c:6]1[c:7]2[c:11]([cH:12][cH:13][cH:14]1)[C:10](=[O:15])[N:9]([CH:16]([CH2:17][C:18]([CH3:19])=[O:20])[c:21]1[cH:22][c:23]([O:29][CH2:30][CH3:31])[c:24]([O:27][CH3:28])[cH:25][cH:26]1)[C:8]2=[O:32].[ClH:36].[O:37]1[CH2:38][CH2:39][CH2:40][CH2:41]1>>[CH2:2]([C:3](=[O:4])[NH:5][c:6]1[c:7]2[c:11]([cH:12][cH:13][cH:14]1)[C:10](=[O:15])[N:9]([CH:16]([CH2:17][C:18]([CH3:19])=[O:20])[c:21]1[cH:22][c:23]([O:29][CH2:30][CH3:31])[c:24]([O:27][CH3:28])[cH:25][cH:26]1)[C:8]2=[O:32])[N:34]([CH3:33])[CH3:35].[ClH:1]. The reactants are C1(\C=C/C(=O)O1)=O (maleic anhydride), C(=O)([O-])[O-].[K+].[K+] (K2CO3). As a reaction SMILES: [C:1]1(=[O:7])[O:6][C:4](=[O:5])[CH:3]=[CH:2]1.[C:8]([O-])([O-])=[O:9].[K+:12].[K+]>CO>[C:4]([O:9][CH3:8])(=[O:5])/[CH:3]=[CH:2]\[C:1]([O-:6])=[O:7].[K+:12] |f:1.2.3,5.6|. The solvent is CO (methanol). Isolated yield 177.1%. Reported procedure: 46.5 grams (0.46 mole) maleic anhydride is dissolved in 500 mls methanol. 36 g K2CO3 is added to a pH of 8.5-8.6, the solution is filtered and evaporated to dryness. 77.6 grams of product is obtained. Purity=96.4% by NMR analysis. Product: C(\C=C/C(=O)[O-])(=O)OC.[K+] (POTASSIUM METHYL MALEATE). The reactants are OC=1C=C(C=CC1)C1=NC(=C2N=CN(C2=N1)CC(=O)O)N1CCOCC1 (2-(2-(3-hydroxyphenyl)-6-morpholino-9H-purin-9-yl)acetic acid), N1C(CNCC1)=O (piperazin-2-one). Yields the product OC=1C=C(C=CC1)C1=NC(=C2N=CN(C2=N1)CC(=O)N1CC(NCC1)=O)N1CCOCC1 (4-(2-(2-(3-hydroxyphenyl)-6-morpholino-9H-purin-9-yl)acetyl)piperazin-2-one). RXN SMILES: [OH:1][C:2]1[CH:3]=[C:4]([C:8]2[N:16]=[C:15]3[C:11]([N:12]=[CH:13][N:14]3[CH2:17][C:18]([OH:20])=O)=[C:10]([N:21]3[CH2:26][CH2:25][O:24][CH2:23][CH2:22]3)[N:9]=2)[CH:5]=[CH:6][CH:7]=1.[NH:27]1[CH2:32][CH2:31][NH:30][CH2:29][C:28]1=[O:33]>>[OH:1][C:2]1[CH:3]=[C:4]([C:8]2[N:16]=[C:15]3[C:11]([N:12]=[CH:13][N:14]3[CH2:17][C:18]([N:30]3[CH2:31][CH2:32][NH:27][C:28](=[O:33])[CH2:29]3)=[O:20])=[C:10]([N:21]3[CH2:22][CH2:23][O:24][CH2:25][CH2:26]3)[N:9]=2)[CH:5]=[CH:6][CH:7]=1. Procedure details: Crude 2-(2-(3-hydroxyphenyl)-6-morpholino-9H-purin-9-yl)acetic acid (50 mg) was reacted with piperazin-2-one via General Procedure F and purified via reverse phase HPLC to give 1.9 mg of 139 as a white solid. MS (Q1) 438.2 (M)+ The reactants are O=C(CC(=O)OC)C1=CC=C(C=C1)OCCCC(F)(F)F (Methyl 3-oxo-3-(4-(4,4,4-trifluorobutoxy)phenyl)propanoate), C(=O)([O-])[O-].[K+].[K+] (K2CO3), BrCCBr (1,2-dibromoethane). The solvent is CCOC(=O)C (EtOAc), CN(C)C=O (DMF). Run at time 2 day. Yields the product FC(CCCOC1=CC=C(C(=O)C2(CC2)C(=O)OC)C=C1)(F)F (Methyl 1-(4-(4,4,4-trifluorobutoxy)benzoyl)cyclopropanecarboxylate). Yield: 64.5%. RXN SMILES: [O:1]=[C:2]([C:8]1[CH:13]=[CH:12][C:11]([O:14][CH2:15][CH2:16][CH2:17][C:18]([F:21])([F:20])[F:19])=[CH:10][CH:9]=1)[CH2:3][C:4]([O:6][CH3:7])=[O:5].C([O-])([O-])=O.[K+].[K+].Br[CH2:29][CH2:30]Br>CN(C=O)C.CCOC(C)=O>[F:21][C:18]([F:19])([F:20])[CH2:17][CH2:16][CH2:15][O:14][C:11]1[CH:12]=[CH:13][C:8]([C:2]([C:3]2([C:4]([O:6][CH3:7])=[O:5])[CH2:30][CH2:29]2)=[O:1])=[CH:9][CH:10]=1 |f:1.2.3|. Procedure details: To a solution of Intermediate 14A (6.0 g, 19.7 mmol) in DMF (197 mL) was added K2CO3 (8.18 g, 59.2 mmol) followed by 1,2-dibromoethane (2.6 mL, 30 mmol). The reaction mixture was stirred at rt for 2 days. The reaction was reduced in volume in vacuo, then diluted with EtOAc, washed with a 1:1 solution of sat'd aq NaCl and water, dried over anhydrous MgSO4, filtered and concentrated. The product was isolated by silica gel chromatography (220 g silica gel, eluted with EtOAc in hexanes) to provide I...